From a dataset of the Open Reaction Database (ORD), a public repository of structured organic reaction records. describe an organic reaction: reactants, conditions, products, and yield As a reaction SMILES: [C:1]([CH3:2])([CH3:3])([CH3:4])[O:5][C:6](=[O:7])[CH:8]([C:9](=[O:10])[N:11]1[CH2:12][CH:13]([OH:29])[CH2:14][CH:15]1[C:16](=[O:17])[NH:18][C:19]1([C:24](=[O:25])[O:26][CH2:27][CH3:28])[CH:20]([CH:22]=[CH2:23])[CH2:21]1)[CH2:30][N:31]([CH2:32][CH2:33][CH2:34][CH:35]=[CH2:36])[CH:37]1[CH2:38][CH2:39]1.[C:45]([CH3:46])([CH3:47])([CH3:48])[Si:49]([CH3:50])([CH3:51])[Cl:52].[O:53]=[CH:54][N:55]([CH3:56])[CH3:57].[nH:40]1[cH:41][cH:42][n:43][cH:44]1>>[C:1]([CH3:2])([CH3:3])([CH3:4])[O:5][C:6](=[O:7])[CH:8]([C:9](=[O:10])[N:11]1[CH2:12][CH:13]([O:29][Si:49]([C:45]([CH3:46])([CH3:47])[CH3:48])([CH3:50])[CH3:51])[CH2:14][CH:15]1[C:16](=[O:17])[NH:18][C:19]1([C:24](=[O:25])[O:26][CH2:27][CH3:28])[CH:20]([CH:22]=[CH2:23])[CH2:21]1)[CH2:30][N:31]([CH2:32][CH2:33][CH2:34][CH:35]=[CH2:36])[CH:37]1[CH2:38][CH2:39]1. Reactants: C=CCCCN(CC(C(=O)OC(C)(C)C)C(=O)N1CC(O)CC1C(=O)NC1(C(=O)OCC)CC1C=C)C1CC1, CC(C)(C)[Si](C)(C)Cl, CN(C)C=O, c1c[nH]cn1. The product is C=CCCCN(CC(C(=O)OC(C)(C)C)C(=O)N1CC(O[Si](C)(C)C(C)(C)C)CC1C(=O)NC1(C(=O)OCC)CC1C=C)C1CC1. Reactants: CC(C)(C)OC(=O)NCCCNC1CCCc2cccnc21, Cc1cnc(C=O)c(C)c1, ClCCl. The product is Cc1cnc(N(CCCNC(=O)OC(C)(C)C)C2CCCc3cccnc32)c(C)c1. RXN SMILES: [C:1]([CH3:2])([CH3:3])([CH3:4])[O:5][C:6]([NH:7][CH2:8][CH2:9][CH2:10][NH:11][CH:12]1[CH2:13][CH2:14][CH2:15][c:16]2[cH:17][cH:18][cH:19][n:20][c:21]21)=[O:22].[CH3:23][c:24]1[c:25]([CH:31]=[O:32])[n:26][cH:27][c:28]([CH3:30])[cH:29]1.[Cl:33][CH2:34][Cl:35]>>[C:1]([CH3:2])([CH3:3])([CH3:4])[O:5][C:6]([NH:7][CH2:8][CH2:9][CH2:10][N:11]([CH:12]1[CH2:13][CH2:14][CH2:15][c:16]2[cH:17][cH:18][cH:19][n:20][c:21]21)[c:25]1[c:24]([CH3:23])[cH:29][c:28]([CH3:30])[cH:27][n:26]1)=[O:22]. Starting materials: ice water, ClC1=CC2=C(NC(=N2)[C@H](CCSC)NC(C2=CC(=C(C=C2)N2C(COCC2)=O)[N+](=O)[O-])=O)C=C1 (N-[(1S)-1-(5-chloro-1H-benzimidazol-2-yl)-3-methylsulphanyl-propyl]-4-(morpholin-3-on-4-yl)-3-nitro-benzamide), C(O)([O-])=O.[Na+] (sodium hydrogen carbonate), O.O.[Sn](Cl)Cl (tin(II) chloride-dihydrate). The solvent is C(C)(=O)OCC (ethyl acetate). Reaction conditions: time 10 minute. Product: NC=1C=C(C(=O)N[C@@H](CCSC)C2=NC3=C(N2)C=CC(=C3)Cl)C=CC1N1C(COCC1)=O (3-amino-N-[(1S)-1-(5-chloro-1H-benzimidazol-2-yl)-3-methylsulphanyl-propyl]-4-(morpholin-3-on-4-yl)-benzamide). As a reaction SMILES: [Cl:1][C:2]1[CH:34]=[CH:33][C:5]2[NH:6][C:7]([C@@H:9]([NH:14][C:15](=[O:32])[C:16]3[CH:21]=[CH:20][C:19]([N:22]4[CH2:27][CH2:26][O:25][CH2:24][C:23]4=[O:28])=[C:18]([N+:29]([O-])=O)[CH:17]=3)[CH2:10][CH2:11][S:12][CH3:13])=[N:8][C:4]=2[CH:3]=1.O.O.[Sn](Cl)Cl.C(=O)([O-])O.[Na+]>C(OCC)(=O)C>[NH2:29][C:18]1[CH:17]=[C:16]([CH:21]=[CH:20][C:19]=1[N:22]1[CH2:27][CH2:26][O:25][CH2:24][C:23]1=[O:28])[C:15]([NH:14][C@H:9]([C:7]1[NH:6][C:5]2[CH:33]=[CH:34][C:2]([Cl:1])=[CH:3][C:4]=2[N:8]=1)[CH2:10][CH2:11][S:12][CH3:13])=[O:32] |f:1.2.3,4.5|. Procedure details: 65 mg (0.13 mmol) N-[(1S)-1-(5-chloro-1H-benzimidazol-2-yl)-3-methylsulphanyl-propyl]-4-(morpholin-3-on-4-yl)-3-nitro-benzamide dissolved in 2 ml of ethyl acetate are combined with 143 mg (0.63 mmol) tin(II) chloride-dihydrate and 130 mg (1.55 mmol) sodium hydrogen carbonate and refluxed for 2 hours. The reaction solution is combined with ice water, stirred for 10 minutes and then the precipitate formed is filtered off. After drying for 3 days the residue is purified by chromatography on silica ... Reactants: ClC=1C=C2C(=CN(C2=CC1)S(=O)(=O)C1=CC=C(C=C1)F)C1CCN(CC1)C (5-Chloro-1-(4-fluorophenylsulfonyl )-3-(1-methyl-4-piperidinyl)indole), ClC=1C=C2C(=CNC2=CC1)C1CCN(CC1)C (5-chloro-3-(1-methyl-4-piperidinyl)-1H-indole), FC1=CC=C(C=C1)S(=O)(=O)Cl (4-fluorophenylsulfonyl chloride). Product: ClC=1C=C2C(=CN(C2=CC1)S(=O)(=O)C1=CC=CC=C1)C1CCN(CC1)C (5-Chloro-3-(1-methyl-4-piperidinyl)-1-phenylsulfonylindole). As a reaction SMILES: [Cl:1][C:2]1[CH:3]=[C:4]2[C:8](=[CH:9][CH:10]=1)[N:7]([S:11]([C:14]1[CH:19]=[CH:18][C:17](F)=[CH:16][CH:15]=1)(=[O:13])=[O:12])[CH:6]=[C:5]2[CH:21]1[CH2:26][CH2:25][N:24]([CH3:27])[CH2:23][CH2:22]1.ClC1C=C2C(=CC=1)NC=C2C1CCN(C)CC1.FC1C=CC(S(Cl)(=O)=O)=CC=1>>[Cl:1][C:2]1[CH:3]=[C:4]2[C:8](=[CH:9][CH:10]=1)[N:7]([S:11]([C:14]1[CH:19]=[CH:18][CH:17]=[CH:16][CH:15]=1)(=[O:12])=[O:13])[CH:6]=[C:5]2[CH:21]1[CH2:26][CH2:25][N:24]([CH3:27])[CH2:23][CH2:22]1. Procedure details: (ttt) 5-Chloro-1-(4-fluorophenylsulfonyl )-3-(1-methyl-4-piperidinyl)indole (18.4 mg, 45%) from 5-chloro-3-(1-methyl-4-piperidinyl)-1H-indole (Example 5e, 25 mg, 0.1 mmol) and 4-fluorophenylsulfonyl chloride (29.2 mg, 0.15 mmol), HRMS-FAB+ for C20H20N2O2SClF, calculated MH+ : 407.09964; found: 407.09685. Starting materials: ClCCCl, Cc1ccccc1C(NC(=O)Nc1ccc(Cl)cc1)C(=O)O, CN(C)C=O, Nc1ccc(C(=O)N2CCSC2)cc1. Yields the product Cc1ccccc1C(NC(=O)Nc1ccc(Cl)cc1)C(=O)Nc1ccc(C(=O)N2CCSC2)cc1. Reaction SMILES: [CH2:37]([Cl:38])[CH2:39][Cl:40].[CH3:1][c:2]1[c:3]([CH:8]([C:9](=[O:10])[OH:11])[NH:12][C:13](=[O:14])[NH:15][c:16]2[cH:17][cH:18][c:19]([Cl:22])[cH:20][cH:21]2)[cH:4][cH:5][cH:6][cH:7]1.[O:41]=[CH:42][N:43]([CH3:44])[CH3:45].[S:23]1[CH2:24][N:25]([C:28](=[O:29])[c:30]2[cH:31][cH:32][c:33]([NH2:36])[cH:34][cH:35]2)[CH2:26][CH2:27]1>>[CH3:1][c:2]1[c:3]([CH:8]([C:9](=[O:11])[NH:36][c:33]2[cH:32][cH:31][c:30]([C:28]([N:25]3[CH2:24][S:23][CH2:27][CH2:26]3)=[O:29])[cH:35][cH:34]2)[NH:12][C:13](=[O:14])[NH:15][c:16]2[cH:17][cH:18][c:19]([Cl:22])[cH:20][cH:21]2)[cH:4][cH:5][cH:6][cH:7]1. The reactants are CC1OCCC1 (Methyl tetrahydrofuran), BrC=1C=C2C=COC(C2=CC1)=O (6-Bromo-1H-isochromen-1-one), F[B-](F)(F)F.C(CCC)[PH+](CCCC)CCCC (tributyl phosphonium tetrafluoroborate), Br[Zn]CC1OCCO1 (bromo(1,3-dioxolan-2-ylmethyl)zinc). The reagents and catalysts are C(C)(=O)[O-].[Pd+2].C(C)(=O)[O-] (palladium (II) acetate). Run in CN(C)C=O (DMF). Reaction conditions: temperature 85 celsius, time 8 hour. Yields the product O1C(OCC1)CC=1C=C2C=COC(C2=CC1)=O (6-(1,3-Dioxolan-2ylmethyl)-1H-isochromen-1-one). As a reaction SMILES: Br[C:2]1[CH:3]=[C:4]2[C:9](=[CH:10][CH:11]=1)[C:8](=[O:12])[O:7][CH:6]=[CH:5]2.F[B-](F)(F)F.C([PH+](CCCC)CCCC)CCC.Br[Zn][CH2:33][CH:34]1[O:38][CH2:37][CH2:36][O:35]1.CC1CCCO1>CN(C=O)C.C([O-])(=O)C.[Pd+2].C([O-])(=O)C>[O:35]1[CH2:36][CH2:37][O:38][CH:34]1[CH2:33][C:2]1[CH:3]=[C:4]2[C:9](=[CH:10][CH:11]=1)[C:8](=[O:12])[O:7][CH:6]=[CH:5]2 |f:1.2,6.7.8|. Procedure: A mixture of 6-Bromo-1H-isochromen-1-one (980 mg, 4.4 mmol), tributyl phosphonium tetrafluoroborate (25 mg, 0.087 mmol), palladium (II) acetate (9.8 mg, 0.044 mmol) was suspended in DMF (10 ml) then added bromo(1,3-dioxolan-2-ylmethyl)zinc (9.58 ml, 4.79 mmol) and purged with nitrogen. The reaction was heated to 85° C. for 10 hours and then stirred at RT overnight. Methyl tetrahydrofuran was added and the mixture was washed with brine. The organic layer was dried over MgSO4, filtered and evapora... The yield is 96.0%. Yields the product ClC1=CC2=C(OCOC3=C(C2=O)C=C(C=C3)Cl)C=C1 (2,10-dichloro-12H-dibenzo[d,g][1,3]-dioxocin-12-one). Reactants: Cl.ClC1=CC2=C(OCOC3=C(C2=CCCN2C[C@@H](CCC2)C(=O)O)C=C(C=C3)Cl)C=C1 ((R)-1-(3-(2,10-Dichloro- 12H-dibenzo[d,g][1,3]-dioxocin-12-ylidene)-1-propyl)-3-piperidinecarboxylic acid hydrochloride), ICI (diiodomethane), CN(C=O)C (N,N-dimethylformamide). Reported procedure: (R)-1-(3-(2,10-Dichloro- 12H-dibenzo[d,g][1,3]-dioxocin-12-ylidene)-1-propyl)-3-piperidinecarboxylic acid hydrochloride ##STR7## 2,2'-Dihydroxy-5,5'-dichlorobenzophenone (12.1 g, 0.042 mol, prepared similarly as described in Journal of the American Chemical Society 77, 543 (1955)) and diiodomethane (11.9 g, 0.044 mol) were dissolved in dry N,N-dimethylformamide (226 ml). Dried and powdered potassium carbonate (8.3 g) was added and the mixture was heated at 105° C. for 5 h and left overnight at r... Reaction conditions: temperature 105 celsius, time 8 hour. Reaction SMILES: Cl.[Cl:2][C:3]1[CH:31]=[CH:30][C:6]2[O:7][CH2:8][O:9][C:10]3[CH:28]=[CH:27][C:26]([Cl:29])=[CH:25][C:11]=3[C:12](=CCCN3CCC[C@@H](C(O)=O)C3)[C:5]=2[CH:4]=1.ICI.CN(C)C=[O:38]>>[Cl:2][C:3]1[CH:31]=[CH:30][C:6]2[O:7][CH2:8][O:9][C:10]3[CH:28]=[CH:27][C:26]([Cl:29])=[CH:25][C:11]=3[C:12](=[O:38])[C:5]=2[CH:4]=1 |f:0.1|.